From a dataset of the Open Reaction Database (ORD), a public repository of structured organic reaction records. describe an organic reaction: reactants, conditions, products, and yield The reactants are CO, COC(=O)c1ncn2c1CN=C(c1ccccc1F)c1cc(Cl)ccc1-2, O. The product is O=C(O)c1ncn2c1CN=C(c1ccccc1F)c1cc(Cl)ccc1-2. RXN SMILES: [CH3:27][OH:28].[Cl:1][c:2]1[cH:3][cH:4][c:5]2[c:6]([cH:26]1)[C:7]([c:19]1[c:20]([F:25])[cH:21][cH:22][cH:23][cH:24]1)=[N:8][CH2:9][c:10]1[n:11]-2[cH:12][n:13][c:14]1[C:15](=[O:16])[O:17][CH3:18].[OH2:29]>>[Cl:1][c:2]1[cH:3][cH:4][c:5]2[c:6]([cH:26]1)[C:7]([c:19]1[c:20]([F:25])[cH:21][cH:22][cH:23][cH:24]1)=[N:8][CH2:9][c:10]1[n:11]-2[cH:12][n:13][c:14]1[C:15](=[O:16])[OH:17]. Reactants: CO, CN(C)CCOc1ccc(N)c([N+](=O)[O-])c1, [H][H], [Pd]. The product is CN(C)CCOc1ccc(N)c(N)c1. As a reaction SMILES: [CH3:19][OH:20].[CH3:1][N:2]([CH2:3][CH2:4][O:5][c:6]1[cH:7][c:8]([N+:13]([O-:14])=[O:15])[c:9]([NH2:10])[cH:11][cH:12]1)[CH3:16].[H:17][H:18].[Pd:21]>>[CH3:1][N:2]([CH2:3][CH2:4][O:5][c:6]1[cH:7][c:8]([NH2:13])[c:9]([NH2:10])[cH:11][cH:12]1)[CH3:16]. The reactants are OC1=CC(=C(C=C1)OC)OC (1-hydroxy-3,4-dimethoxybenzene), C([O-])([O-])=O.[K+].[K+] (potassium carbonate), BrCC#CC (1-bromo-2-butyne). The solvent is CC(=O)C (acetone). Product: C(C#CC)OC1=CC(=C(C=C1)OC)OC (1-(but-2-ynyloxy)-3,4-dimethoxybenzene). Reaction SMILES: [OH:1][C:2]1[CH:7]=[CH:6][C:5]([O:8][CH3:9])=[C:4]([O:10][CH3:11])[CH:3]=1.C(=O)([O-])[O-].[K+].[K+].Br[CH2:19][C:20]#[C:21][CH3:22]>CC(C)=O>[CH2:19]([O:1][C:2]1[CH:7]=[CH:6][C:5]([O:8][CH3:9])=[C:4]([O:10][CH3:11])[CH:3]=1)[C:20]#[C:21][CH3:22] |f:1.2.3|. Procedure details: Following the same procedure as in Example 2, 15.4 g (0.1 mole) of 1-hydroxy-3,4-dimethoxybenzene, 13.8 g (0.1mole) of anhydrous potassium carbonate in ml 50 of acetone and 13.3 g (0.1 mole) of 1-bromo-2-butyne were reacted. After work up and evaporation of the mixture u.v. (20° C./21 mbar), a residue was obtained, that after purification on silica gel column (eluant n-hexane:ethyl acetate 5:1 v/v) gave a thick oil that after some time solidified with low melting point (28-30° C.), whose NMR and... RXN SMILES: C([O:3][C:4]1[C:13]([O:14][CH3:15])=[CH:12][C:11]2[C:10](C3C=CC(C(O)=O)=CC=3)=[N:9][C@@H:8]3[CH2:25][CH2:26][S:27][CH2:28][C@@H:7]3[C:6]=2[CH:5]=1)C.[B-](F)(F)(F)F.CCO[C:37]([C:39]([C:49]#N)=NOC(N(C)C)=[N+](C)C)=[O:38].[CH:51]1C=N[C:54]2N(O)N=N[C:53]=2[CH:52]=1.[CH3:61][CH2:62]N(C(C)C)C(C)C.FC(F)(F)C(O)=O.[CH3:77][O:78][CH2:79][N:80]1[N:84]=[N:83][C:82]([CH2:85][N:86]2[C:91]3[CH:92]=[C:93]([C:95]4[CH:100]=[CH:99][CH:98]=[CH:97][CH:96]=4)[S:94][C:90]=3[C:89](=[O:101])[N:88]([CH:102]3[CH2:107][CH2:106][NH:105][CH2:104][CH2:103]3)[C:87]2=[O:108])=[N:81]1>C(Cl)Cl>[CH2:61]([O:3][C:4]1[C:13]([O:14][CH3:15])=[CH:12][C:11]2[C:10]([C:52]3[CH:51]=[CH:49][C:39]([C:37]([N:105]4[CH2:106][CH2:107][CH:102]([N:88]5[C:89](=[O:101])[C:90]6[S:94][C:93]([C:95]7[CH:100]=[CH:99][CH:98]=[CH:97][CH:96]=7)=[CH:92][C:91]=6[N:86]([CH2:85][C:82]6[N:83]=[N:84][N:80]([CH2:79][O:78][CH3:77])[N:81]=6)[C:87]5=[O:108])[CH2:103][CH2:104]4)=[O:38])=[CH:54][CH:53]=3)=[N:9][C@@H:8]3[CH2:7][CH2:28][S:27][CH2:26][C@@H:25]3[C:6]=2[CH:5]=1)[CH3:62] |f:1.2,5.6|. Product: C(C)OC1=CC=2[C@@H]3[C@H](N=C(C2C=C1OC)C1=CC=C(C=C1)C(=O)N1CCC(CC1)N1C(N(C2=C(C1=O)SC(=C2)C2=CC=CC=C2)CC=2N=NN(N2)COC)=O)CCSC3 (3-[1-({4-[(4aR,10bR)-9-ethoxy-8-methoxy-3,4,4a,10b-tetrahydro-1H-thiopyrano[4,3-c]isoquinolin-6-yl]phenyl}carbonyl)piperidin-4-yl]-1-{[2-(methoxymethyl)-2H-tetrazol-5-yl]methyl}-6-phenylthieno[3,2-d]pyrimidine-2,4(1H,3H)-dione). Starting materials: C(C)OC1=CC=2[C@@H]3[C@H](N=C(C2C=C1OC)C1=CC=C(C(=O)O)C=C1)CCSC3 (4-[(4aR,10bR)-9-ethoxy-8-methoxy-3,4,4a,10b-tetrahydro-1H-thiopyrano[4,3-c]isoquinolin-6-yl]benzoic acid), [B-](F)(F)(F)F.CCOC(=O)C(=NOC(=[N+](C)C)N(C)C)C#N (TOTU), C1=CC2=C(N=C1)N(N=N2)O (HOAT), CCN(C(C)C)C(C)C (DIPEA), FC(C(=O)O)(F)F.COCN1N=C(N=N1)CN1C(N(C(C2=C1C=C(S2)C2=CC=CC=C2)=O)C2CCNCC2)=O (1-{[2-(methoxymethyl)-2H-tetrazol-5-yl]methyl}-6-phenyl-3-(piperidin-4-yl)thieno[3,2-d]pyrimidine-2,4(1H,3H)-dione trifluoroacetate), C(C)OC1=CC=2[C@@H]3[C@H](N=C(C2C=C1OC)C1=CC=C(C(=O)O)C=C1)CCSC3 (4-[(4aR,10bR)-9-ethoxy-8-methoxy-3,4,4a,10b-tetrahydro-1H-thiopyrano[4,3-c]isoquinolin-6-yl]benzoic acid), [B-](F)(F)(F)F.CCOC(=O)C(=NOC(=[N+](C)C)N(C)C)C#N (TOTU), C1=CC2=C(N=C1)N(N=N2)O (HOAT). Conditions: time 1 hour. The solvent is C(Cl)Cl (DCM). Reported procedure: A mixture of 4-[(4aR,10bR)-9-ethoxy-8-methoxy-3,4,4a,10b-tetrahydro-1H-thiopyrano[4,3-c]isoquinolin-6-yl]benzoic acid (251 mg; compound C10), TOTU (270 mg), HOAT (129 mg), DIPEA (327 mg) in DCM (8 ml) is stirred for 1 h at RT. To this mixture 1-{[2-(methoxymethyl)-2H-tetrazol-5-yl]methyl}-6-phenyl-3-(piperidin-4-yl)thieno[3,2-d]pyrimidine-2,4(1H,3H)-dione trifluoroacetate (359 mg; compound B25) is added and the reaction mixture is stirred for additional 3 h at RT. Additional 4-[(4aR,10bR)-9-etho... Starting materials: ClC1=C(C=C2C(N(C(C2=C1)=O)CCN(CC)CC)=O)S(=O)(=O)N (6-Chloro-2-[2-(diethylamino)ethyl]-2,3-dihydro-1,3-dioxo-1H-isoindole-5-sulfonamide), ClC=1C=C2C(C(=O)NC2=O)=CC1S(N)(=O)=O (4-chloro-5-sulfamoylphthalimide), C(C)N(CCN)CC (2-(diethylamino)ethylamine). The product is O=C1NC(C2=CC=CC=C12)=O (1,3-dioxoisoindole). Isolated yield 50.0%. As a reaction SMILES: Cl[C:2]1[CH:10]=[C:9]2[C:5]([C:6](=[O:19])[N:7](CCN(CC)CC)[C:8]2=[O:11])=[CH:4][C:3]=1S(N)(=O)=O.ClC1C=C2C(=O)NC(=O)C2=CC=1S(=O)(=O)N.C(N(CC)CCN)C>>[O:19]=[C:6]1[C:5]2[C:9](=[CH:10][CH:2]=[CH:3][CH:4]=2)[C:8](=[O:11])[NH:7]1. Reported procedure: 6-Chloro-2-[2-(diethylamino)ethyl]-2,3-dihydro-1,3-dioxo-1H-isoindole-5-sulfonamide. Reaction of a mixture of 4-chloro-5-sulfamoylphthalimide and 2-(diethylamino)ethylamine according to the procedure of Example 1(a) afforded a 50% yield of the 1,3-dioxoisoindole intermediate. Crystallization of this material from dimethylformamide-ethanol provided analytically pure 6-chloro-2-[2-(diethylamino)ethyl]-2,3-dihydro-1,3-dioxo-1H-isoindole-5-sulfonamide, m.p. 152°-154°. Reactants: O=C1NC2=C(CCN1C1CCN(CC1)C(=O)O[C@@H](C(=O)N1CCC(CC1)N1CCN(CC1)C)CC1=CC(=C(C(=C1)[N+](=O)[O-])N)C)C=CC=C2 ((R)-1-(4-amino-3-methyl-5-nitro-benzyl)-2-[4-(4-methyl-piperazin-1-yl)-piperidin-1-yl]-2-oxo-ethyl 4-(2-oxo-1,2,4,5-tetrahydro-1,3-benzodiazepin-3-yl)-piperidine-1-carboxylate), [H][H] (hydrogen). The reagents and catalysts are [Pd] (Pd/C). The solvent is C1CCOC1 (THF). Product: O=C1NC2=C(CCN1C1CCN(CC1)C(=O)O[C@@H](C(=O)N1CCC(CC1)N1CCN(CC1)C)CC1=CC(=C(C(=C1)C)N)N)C=CC=C2 ((R)-1-(3,4-diamino-5-methyl-benzyl)-2-[4-(4-methyl-piperazin-1-yl)-piperidin-1-yl]-2-oxo-ethyl 4-(2-oxo-1,2,4,5-tetrahydro-1,3-benzodiazepin-3-yl)-piperidine-1-carboxylate). As a reaction SMILES: [O:1]=[C:2]1[N:8]([CH:9]2[CH2:14][CH2:13][N:12]([C:15]([O:17][C@H:18]([CH2:34][C:35]3[CH:40]=[C:39]([N+:41]([O-])=O)[C:38]([NH2:44])=[C:37]([CH3:45])[CH:36]=3)[C:19]([N:21]3[CH2:26][CH2:25][CH:24]([N:27]4[CH2:32][CH2:31][N:30]([CH3:33])[CH2:29][CH2:28]4)[CH2:23][CH2:22]3)=[O:20])=[O:16])[CH2:11][CH2:10]2)[CH2:7][CH2:6][C:5]2[CH:46]=[CH:47][CH:48]=[CH:49][C:4]=2[NH:3]1.[H][H]>C1COCC1.[Pd]>[O:1]=[C:2]1[N:8]([CH:9]2[CH2:14][CH2:13][N:12]([C:15]([O:17][C@H:18]([CH2:34][C:35]3[CH:36]=[C:37]([CH3:45])[C:38]([NH2:44])=[C:39]([NH2:41])[CH:40]=3)[C:19]([N:21]3[CH2:26][CH2:25][CH:24]([N:27]4[CH2:28][CH2:29][N:30]([CH3:33])[CH2:31][CH2:32]4)[CH2:23][CH2:22]3)=[O:20])=[O:16])[CH2:11][CH2:10]2)[CH2:7][CH2:6][C:5]2[CH:46]=[CH:47][CH:48]=[CH:49][C:4]=2[NH:3]1. Reported procedure: 260 mg (0.37 mmol) (R)-1-(4-amino-3-methyl-5-nitro-benzyl)-2-[4-(4-methyl-piperazin-1-yl)-piperidin-1-yl]-2-oxo-ethyl 4-(2-oxo-1,2,4,5-tetrahydro-1,3-benzodiazepin-3-yl)-piperidine-1-carboxylate were dissolved in 25 mL THF and combined with 130 mg 10% Pd/C. The mixture was hydrogenated for 4.5 h in a Parr apparatus at 50° C. under 50 psi hydrogen pressure. Then the catalyst was filtered off, the filtrate was evaporated down i.vac., the residue was dissolved in a little DCM, combined with diethyl... The product is NC=1C=C(C=CC1)C(CN)CN (2-(3-Aminophenyl)propane-1,3-diamine). Reactants: [N+](=O)([O-])C1=CC(=CC=C1)C(C[N+](=O)[O-])C[N+](=O)[O-] (1-nitro-3-[2-nitro-1-(nitromethyl)ethyl]benzene), [H][H] (hydrogen). Solvent: CO (MeOH). The reagents and catalysts are [Pt](=O)=O (platinum (IV) oxide). Procedure: A mixture of 1-nitro-3-[2-nitro-1-(nitromethyl)ethyl]benzene (115 mg, 0.45 mmol) and 58 mg platinum (IV) oxide in 6 mL MeOH contained in a pressure tube was reacted under 65 PSI hydrogen. After 16 hours the mixture was filtered and rinsed with MeOH. The MeOH solution of product was stored under N2 in the freezer and used as is for the next reaction [upon evaporation of MeOH solvent 69.9 mg (94%) of the title compound was obtained as a light yellow oil]. 1H NMR (CD3OD) δ: 7.06-7.13 (m, 1H), 6.55-... RXN SMILES: [N+:1]([C:4]1[CH:9]=[CH:8][CH:7]=[C:6]([CH:10]([CH2:15][N+:16]([O-])=O)[CH2:11][N+:12]([O-])=O)[CH:5]=1)([O-])=O.[H][H]>CO.[Pt](=O)=O>[NH2:1][C:4]1[CH:5]=[C:6]([CH:10]([CH2:15][NH2:16])[CH2:11][NH2:12])[CH:7]=[CH:8][CH:9]=1. The reactants are CC(C)=O, I, CC(C)(C)OC(=O)NCc1ccc(C2CCC3(CC2)OCCO3)cc1. Product: CC(C)(C)OC(=O)NCc1ccc(C2CCC(=O)CC2)cc1. Reaction SMILES: [CH3:27][C:28](=[O:29])[CH3:30].[I:26].[O:1]1[CH2:3][CH2:2][O:4][C:5]12[CH2:6][CH2:7][CH:8]([c:11]1[cH:12][cH:13][c:14]([CH2:15][NH:16][C:17]([O:18][C:19]([CH3:20])([CH3:21])[CH3:22])=[O:23])[cH:24][cH:25]1)[CH2:9][CH2:10]2>>[O:4]=[C:5]1[CH2:6][CH2:7][CH:8]([c:11]2[cH:12][cH:13][c:14]([CH2:15][NH:16][C:17]([O:18][C:19]([CH3:20])([CH3:21])[CH3:22])=[O:23])[cH:24][cH:25]2)[CH2:9][CH2:10]1. The reactants are [OH-].[Na+] (NaOH), BrC1CC1 (bromocyclopropane), [I-].[Na+] (sodium iodide), C([O-])([O-])=O.[K+].[K+] (potassium carbonate), BrC1CC1 (bromocyclopropane), O=S1(N=C2N(CC1)C=CC=C2C2=CC=C(C=C2)O)=O (4-(2,2-dioxido-3,4-dihydropyrido[2,1-c][1,2,4]thiadiazin-9-yl)phenol). The solvent is CS(=O)C (DMSO). Reaction conditions: temperature 130 celsius, time 8 hour. Product: C1(CC1)OC1=CC=C(C=C1)C1=CC=CN2C1=NS(CC2)(=O)=O (9-[4-(cyclopropyloxy)phenyl]-3,4-dihydropyrido[2,1-c][1,2,4]thiadiazine 2,2-dioxide). Yield: 14.8%. RXN SMILES: C(=O)([O-])[O-].[K+].[K+].Br[CH:8]1[CH2:10][CH2:9]1.[O:11]=[S:12]1(=[O:29])[CH2:17][CH2:16][N:15]2[CH:18]=[CH:19][CH:20]=[C:21]([C:22]3[CH:27]=[CH:26][C:25]([OH:28])=[CH:24][CH:23]=3)[C:14]2=[N:13]1.[I-].[Na+].[OH-].[Na+]>CS(C)=O>[CH:8]1([O:28][C:25]2[CH:24]=[CH:23][C:22]([C:21]3[C:14]4=[N:13][S:12](=[O:29])(=[O:11])[CH2:17][CH2:16][N:15]4[CH:18]=[CH:19][CH:20]=3)=[CH:27][CH:26]=2)[CH2:10][CH2:9]1 |f:0.1.2,5.6,7.8|. Reported procedure: A mixture of potassium carbonate (450 mg), bromocyclopropane (394 mg) and 4-(2,2-dioxido-3,4-dihydropyrido[2,1-c][1,2,4]thiadiazin-9-yl)phenol (300 mg) in DMSO (3 mL) was stirred at 130° C. overnight. Then bromocyclopropane (788 mg) and sodium iodide (488 mg) were added and the mixture was stirred at 150° C. for 5 hr. The mixture was poured into 1N NaOH aq. and extracted with EtOAc. The organic layer was separated, washed with 1N NaOH aq. and brine, dried over anhydrous magnesium sulfate and con...